Dataset: the Open Reaction Database (ORD), a public repository of structured organic reaction records. Task: describe an organic reaction: reactants, conditions, products, and yield The reactants are F[B-](F)(F)F, CCN(C(C)C)C(C)C, CCOC(C)=O, CCNCc1ccccc1F, CN(C)C=O, O=C(O)Cc1ccc(O)cc1, CN(C)C(On1nnc2ccccc21)=[N+](C)C. Yields the product CCN(Cc1ccccc1F)C(=O)Cc1ccc(O)cc1. Reaction SMILES: [B-:23]([F:24])([F:25])([F:26])[F:27].[CH2:45]([N:46]([CH:47]([CH3:48])[CH3:49])[CH:50]([CH3:51])[CH3:52])[CH3:53].[CH3:59][CH2:60][O:61][C:62]([CH3:63])=[O:64].[F:1][c:2]1[c:3]([CH2:4][NH:5][CH2:6][CH3:7])[cH:8][cH:9][cH:10][cH:11]1.[O:54]=[CH:55][N:56]([CH3:57])[CH3:58].[OH:12][C:13](=[O:14])[CH2:15][c:16]1[cH:17][cH:18][c:19]([OH:20])[cH:21][cH:22]1.[n:28]1([O:29][C:30]([N:31]([CH3:32])[CH3:33])=[N+:34]([CH3:35])[CH3:36])[c:37]2[cH:38][cH:39][cH:40][cH:41][c:42]2[n:43][n:44]1>>[F:1][c:2]1[c:3]([CH2:4][N:5]([CH2:6][CH3:7])[C:13](=[O:12])[CH2:15][c:16]2[cH:17][cH:18][c:19]([OH:20])[cH:21][cH:22]2)[cH:8][cH:9][cH:10][cH:11]1. Reactants: CC(=O)OC(C)=O, COC(=O)c1sc(C)cc1C, CC(=O)O, O, O=[N+]([O-])O. The product is COC(=O)c1sc(C)c([N+](=O)[O-])c1C. As a reaction SMILES: [CH3:16][C:17]([O:18][C:19](=[O:20])[CH3:21])=[O:22].[CH3:1][c:2]1[c:3]([C:8](=[O:9])[O:10][CH3:11])[s:4][c:5]([CH3:7])[cH:6]1.[CH3:24][C:25](=[O:26])[OH:27].[OH2:23].[OH:12][N+:13]([O-:14])=[O:15]>>[CH3:1][c:2]1[c:3]([C:8](=[O:9])[O:10][CH3:11])[s:4][c:5]([CH3:7])[c:6]1[N+:13](=[O:12])[O-:14]. Reactants: [H-].[H-].[H-].[H-].[Li+].[Al+3] (LiAlH4), CC1(C\C(\CCC1)=C/CO)C ((Z)-2-(3,3-dimethyl-1-cyclohexylidene)-1-ethanol). The reagents and catalysts are [Cl-].[Cl-].[CH-]1C=CC=C1.[CH-]1C=CC=C1.[Ti+2] (titanocene dichloride). Run in O1CCCC1 (THF), O1CCCC1 (THF). The product is C(/C)=C\1/CC(CCC1)(C)C ((Z)-3-ethylidene-1,1-dimethylcyclohexane). Yield: 84.8%. As a reaction SMILES: [CH3:1][C:2]1([CH3:11])[CH2:7][CH2:6][CH2:5]/[C:4](=[CH:8]/[CH2:9]O)/[CH2:3]1.[H-].[H-].[H-].[H-].[Li+].[Al+3]>O1CCCC1.[Cl-].[Cl-].[CH-]1C=CC=C1.[CH-]1C=CC=C1.[Ti+2]>[CH:8](=[C:4]1/[CH2:3][C:2]([CH3:11])([CH3:1])[CH2:7][CH2:6][CH2:5]/1)/[CH3:9] |f:1.2.3.4.5.6,8.9.10.11.12|. Reported procedure: A solution of 2.5 g of (Z)-2-(3,3-dimethyl-1-cyclohexylidene)-1-ethanol [see, for example, A. Gutmann et al., J. Chem. Ecology 7, 919 (1981)] in THF (tetrahydrofuran) was added dropwise, under stirring and argon, to a mixture of LiAlH4 (2 g) and titanocene dichloride (Fluka, 4 spatula tips) in absolute THF at -40°. The reaction mixture was left under stirring at room temperature during the weekend. After washing with water (2 ml), 15% NaOH (2 ml) and again water (6 ml) to hydrolyze, and filterin... The reactants are [H][H] (hydrogen), C=CCCCC (1-hexene), C=CCCC=C (1,5-hexadiene), C(=C)C1CCCCC1 (vinylcyclohexane), dimethylsilylene(tetramethylcyclopentadienyl)(3-tert-butyl-5-methyl-2-phenoxy)titanium dichloride, dimethylaniliniumtetrakis(pentafluorophenyl) borate. Conditions: time 6 minute. The product is C=C.C=CCCCC.C=CCCC=C (ethylene/1-hexene 1,5-hexadiene). RXN SMILES: [H][H].[CH2:3]=[CH:4]CCCC.[CH2:9]=[CH:10][CH2:11][CH2:12][CH:13]=[CH2:14].[CH:15]([CH:17]1CC[CH2:20][CH2:19][CH2:18]1)=[CH2:16]>>[CH2:3]=[CH2:4].[CH2:9]=[CH:10][CH2:11][CH2:12][CH2:13][CH3:14].[CH2:16]=[CH:15][CH2:17][CH2:18][CH:19]=[CH2:20] |f:4.5.6|. Procedure: Polymerization was conducted in the same manner as in Example 7 except that 0.0547 MPa of hydrogen was charged, 11 mL of 1-hexene and 3 mL of 1,5-hexadiene were charged as addition polymerizable monomers instead of vinylcyclohexane, and 1.5 μmol of dimethylsilylene(tetramethylcyclopentadienyl)(3-tert-butyl-5-methyl-2-phenoxy)titanium dichloride instead of isopropylidene(cyclopentadienyl)(3-tert-butyl-5-methyl-2-phenoxy)titanium dichloride, and 7.5 μmol of dimethylaniliniumtetrakis(pentafluorophe...